This data is from the Open Reaction Database (ORD), a public repository of structured organic reaction records. The task is: describe an organic reaction: reactants, conditions, products, and yield Reactants: C1=C(C=CC2=CC=CC=C12)CCC(=O)C1=CN=C2SC3=C(N21)CCCCC3 (3-(2-Napthalenyl)-1-(6,7,8,9-tetrahydro-5H-cyclohept[d]imidazo[2,1-b]thiazol-3-yl)-1-propanone), [BH4-].[Na+] (NaBH4). Product: C1=C(C=CC2=CC=CC=C12)CCC(O)C1=CN=C2SC3=C(N21)CCCCC3 (α-[2-(2- Naphthalenyl)ethyl]-6,7,8,9-tetrahydro-5H-cyclohept[d]imidazo[2,1-b]thiazol-3-methanol). As a reaction SMILES: [CH:1]1[C:10]2[C:5](=[CH:6][CH:7]=[CH:8][CH:9]=2)[CH:4]=[CH:3][C:2]=1[CH2:11][CH2:12][C:13]([C:15]1[N:22]2[C:18]([S:19][C:20]3[CH2:27][CH2:26][CH2:25][CH2:24][CH2:23][C:21]=32)=[N:17][CH:16]=1)=[O:14].[BH4-].[Na+]>>[CH:1]1[C:10]2[C:5](=[CH:6][CH:7]=[CH:8][CH:9]=2)[CH:4]=[CH:3][C:2]=1[CH2:11][CH2:12][CH:13]([C:15]1[N:22]2[C:18]([S:19][C:20]3[CH2:27][CH2:26][CH2:25][CH2:24][CH2:23][C:21]=32)=[N:17][CH:16]=1)[OH:14] |f:1.2|. Procedure: 3-(2-Napthalenyl)-1-(6,7,8,9-tetrahydro-5H-cyclohept[d]imidazo[2,1-b]thiazol-3-yl)-1-propanone (Formula O-3), 0.10 g, was reduced with NaBH4 by non-critical variations of EXAMPLE 12 to yield pure α-[2-(2- Naphthalenyl)ethyl]-6,7,8,9-tetrahydro-5H-cyclohept[d]imidazo[2,1-b]thiazol-3-methanol (Formula O-4, X=H), m.p. 124-127°. The reactants are C=CC=C (butadiene), [Cl-].[Al+3].[Cl-].[Cl-].C(CCC)OC(C=C)=O (aluminum chloride butylacrylate), [Cl-].[Al+3].[Cl-].[Cl-] (aluminum chloride), butadiene-1,3, C=CC=C (butadiene), [Cl-].[Al+3].[Cl-].[Cl-] (aluminum chloride), 150, Cl (hydrochloric acid). The solvent is O (water). Product: C=CC=C.C(CCC)OC(C=C)=O (butadiene butylacrylate), desired adduct. As a reaction SMILES: [CH2:1]=[CH:2][CH:3]=[CH2:4].[Cl-].[Al+3].[Cl-].[Cl-].[Cl-].[Al+3].[Cl-].[Cl-].[CH2:13]([O:17][C:18](=[O:21])[CH:19]=[CH2:20])[CH2:14][CH2:15][CH3:16].Cl>O>[CH2:1]=[CH:2][CH:3]=[CH2:4].[CH2:13]([O:17][C:18](=[O:21])[CH:19]=[CH2:20])[CH2:14][CH2:15][CH3:16] |f:1.2.3.4,5.6.7.8.9,12.13|. Reported procedure: The adduct of butadiene-butylacrylate was prepared by charging 513 grams (4 moles) of butadiene-1,3 to a two-liter flask fitted with a stirrer, reflux condenser, and nitrogen inlet tube. To the butadiene is added 50.4 grams of aluminum chloride (AlCl3) over a one-minute period while stirring the reaction mixture at a temperature within the range of 25°-28° C. A colorless clear solution resulted. The butadiene was blown into the aluminum chloride-butylacrylate mixture over a 1.75 hour period whil... Procedure details: Reaction of 3-amino-5,5-dimethyl-2-cyclohexen-1-one with 3,4-dibromobenzaldehyde in an analogous manner to that described in Example 1 gave 9-(3,4-dibromophenyl)-3,4,6,7,9,10-hexahydro-3,3,6,6-tetramethyl-1,8(2H,5H)-acridinedione. Crystallization from absolute ethanol gave a pale yellow crystalline solid of melting point >290° C. (decomposition). RXN SMILES: [NH2:1][C:2]1[CH2:7][C:6]([CH3:9])([CH3:8])[CH2:5][C:4](=[O:10])[CH:3]=1.[Br:11][C:12]1[CH:13]=[C:14]([CH:17]=[CH:18][C:19]=1[Br:20])[CH:15]=O>>[Br:11][C:12]1[CH:13]=[C:14]([CH:15]2[C:3]3[C:4](=[O:10])[CH2:5][C:6]([CH3:9])([CH3:8])[CH2:7][C:2]=3[NH:1][C:2]3[CH2:7][C:6]([CH3:9])([CH3:8])[CH2:5][C:4](=[O:10])[C:3]2=3)[CH:17]=[CH:18][C:19]=1[Br:20]. The reactants are NC1=CC(CC(C1)(C)C)=O (3-amino-5,5-dimethyl-2-cyclohexen-1-one), BrC=1C=C(C=O)C=CC1Br (3,4-dibromobenzaldehyde). The product is BrC=1C=C(C=CC1Br)C1C=2C(CC(CC2NC=2CC(CC(C12)=O)(C)C)(C)C)=O (9-(3,4-dibromophenyl)-3,4,6,7,9,10-hexahydro-3,3,6,6-tetramethyl-1,8(2H,5H)-acridinedione). Starting materials: CN=C=S (methyl isothiocyanate), N1=CC(=CC2=CC=CC=C12)C1C(CCCC1)=O ((±)-2-(3-quinolinyl)cyclohexanone), [K] (potassium), [O-]CCCC (butoxide). Run in O1CCCC1 (tetrahydrofuran), O1CCCC1 (tetrahydrofuran). Product: CNC(=S)C1(C(CCCC1)=O)C=1C=NC2=CC=CC=C2C1 ((±)-N -methyl-2-oxo-1-(3-quinolinyl)cyclohexanecarbothioamide). Yield: 9.4%. As a reaction SMILES: [N:1]1[C:10]2[C:5](=[CH:6][CH:7]=[CH:8][CH:9]=2)[CH:4]=[C:3]([CH:11]2[CH2:16][CH2:15][CH2:14][CH2:13][C:12]2=[O:17])[CH:2]=1.[K].[O-]CCCC.[CH3:24][N:25]=[C:26]=[S:27]>O1CCCC1>[CH3:24][NH:25][C:26]([C:11]1([C:3]2[CH:2]=[N:1][C:10]3[C:5]([CH:4]=2)=[CH:6][CH:7]=[CH:8][CH:9]=3)[CH2:16][CH2:15][CH2:14][CH2:13][C:12]1=[O:17])=[S:27] |^1:17|. Procedure details: A solution of (±)-2-(3-quinolinyl)cyclohexanone (0.78 g, 3.5 mmol) in tetrahydrofuran (10 ml) at -5° C. was treated with potassium t.-butoxide (0.43 g, 3.9 mmol) in one portion. After 25 minutes at -5° C. the deep red mixture was treated dropwise during 1 minute with a solution of methyl isothiocyanate (0.28 g, 3.9 mmol) in tetrahydrofuran (2 ml). After 4 hours at 0° C. the reaction mixture was partitioned between saturated aqueous ammonium chloride solution (50 ml) and chloroform (50 ml). The a...